The task is: describe an organic reaction: reactants, conditions, products, and yield. This data is from the Open Reaction Database (ORD), a public repository of structured organic reaction records. Reactants: CC=1SC2=C(N1)C=CC=C2 (2-methylbenzothiazole), BrN1C(CCC1=O)=O (N-bromosuccinimide), CC(C)(C#N)N=NC(C)(C)C#N (AIBN). Solvent: C(Cl)(Cl)(Cl)Cl (CCl4). Yields the product BrCC=1SC2=C(N1)C=CC=C2 (2-Bromomethylbenzothiazole). Isolated yield 71.6%. RXN SMILES: [CH3:1][C:2]1[S:3][C:4]2[CH:10]=[CH:9][CH:8]=[CH:7][C:5]=2[N:6]=1.[Br:11]N1C(=O)CCC1=O.CC(N=NC(C#N)(C)C)(C#N)C>C(Cl)(Cl)(Cl)Cl>[Br:11][CH2:1][C:2]1[S:3][C:4]2[CH:10]=[CH:9][CH:8]=[CH:7][C:5]=2[N:6]=1. Reported procedure: A mixture of 2-methylbenzothiazole (2.0 g, 13.40 mmol), N-bromosuccinimide (2.39 g, 13.40 mmol), and AIBN (0.5 g, 3.04 mmol) in CCl4 (40 mL) was refluxed for 12 h, then the mixture was cooled and filtered. The filtrate was concentrated and purified by silica gel chromatography (5% EtOAc/hexane) to give the title compound (2.19 g, 72%) as a yellow oil: 1H NMR (250 MHz, DMSO-d6): δ 5.12 (s, 2H), 7.5 (m, 2H), 8.01 (dd, J=7.9, 1.8 Hz, 1H), 8.15 (dd, J=7.9, 1.8 Hz 1H).